Dataset: the Open Reaction Database (ORD), a public repository of structured organic reaction records. Task: describe an organic reaction: reactants, conditions, products, and yield Starting materials: C([O-])([O-])=O.[Na+].[Na+] (sodium carbonate), resultant mixture, ice water, O=P(Cl)(Cl)Cl (POCl3), C(C)(=O)OCCCSC=1SC=CC1 (2-(3′-Acetoxypropylthio)thiophene), CN(C)C=O (DMF). Run in ClCCCl (1,2-dichloroethane). Yields the product C(C)(=O)OCCCSC1=CC=C(S1)C=O (5-(3′-Acetoxypropylthio)thiophene-2-carbaldehyde). Yield: 80.1%. Reaction SMILES: O=P(Cl)(Cl)Cl.[C:6]([O:9][CH2:10][CH2:11][CH2:12][S:13][C:14]1[S:15][CH:16]=[CH:17][CH:18]=1)(=[O:8])[CH3:7].CN([CH:22]=[O:23])C.C(=O)([O-])[O-].[Na+].[Na+]>ClCCCl>[C:6]([O:9][CH2:10][CH2:11][CH2:12][S:13][C:14]1[S:15][C:16]([CH:22]=[O:23])=[CH:17][CH:18]=1)(=[O:8])[CH3:7] |f:3.4.5|. Procedure details: POCl3 (3.4 mL, 0.036 mol) was added dropwise to a solution of 61 (4.9 g, 0.023 mol) and dry DMF (3.5 mL, 0.045 mol) in 1,2-dichloroethane (100 mL) at 0° C. The resultant mixture was refluxed for 2 hours, poured into ice water and neutralized by addition of 6 M sodium carbonate. The reaction mixture was extracted with methylene chloride (3×100 mL). The combined extracts were washed with saturated brine, dried (MgSO4). After filtration, methylene chloride was removed using a rotary evaporator. The...